This data is from the Open Reaction Database (ORD), a public repository of structured organic reaction records. The task is: describe an organic reaction: reactants, conditions, products, and yield Product: C(C)(C)(C)OC(=O)N1CCN(CC1)C1=C2N=CN(C2=NC(=N1)Cl)C (4-(2-Chloro-9-methyl-9H-purin-6-yl)piperazine-1-carboxylic acid t-butyl ester). Starting materials: Cl (hydrochloric acid), CI (methyl iodide), C([O-])([O-])=O.[K+].[K+] (potassium carbonate), C(C)(C)(C)OC(=O)N1CCN(CC1)C1=C2N=CNC2=NC(=N1)Cl (4-(2-Chloro-9H-purin-6-yl)piperazine-1-carboxylic acid t-butyl ester). Procedure: 4-(2-Chloro-9H-purin-6-yl)piperazine-1-carboxylic acid t-butyl ester (6.62 g) was dissolved in N,N-dimethylformamide (66 mL), methyl iodide (1.34 mL) and anhydrous potassium carbonate (3.51 g) were added to this solution cooled in an ice bath. After stirring the reaction solution at room temperature for five hours, 1 N hydrochloric acid (5 mL) and water (200 mL) were added to this reaction solution, which was then extracted using ethyl acetate. The obtained organic layer was washed sequentially ... Reaction conditions: time 5 hour. As a reaction SMILES: [C:1]([O:5][C:6]([N:8]1[CH2:13][CH2:12][N:11]([C:14]2[N:22]=[C:21]([Cl:23])[N:20]=[C:19]3[C:15]=2[N:16]=[CH:17][NH:18]3)[CH2:10][CH2:9]1)=[O:7])([CH3:4])([CH3:3])[CH3:2].CI.[C:26](=O)([O-])[O-].[K+].[K+].Cl>CN(C)C=O.O>[C:1]([O:5][C:6]([N:8]1[CH2:9][CH2:10][N:11]([C:14]2[N:22]=[C:21]([Cl:23])[N:20]=[C:19]3[C:15]=2[N:16]=[CH:17][N:18]3[CH3:26])[CH2:12][CH2:13]1)=[O:7])([CH3:4])([CH3:2])[CH3:3] |f:2.3.4|. The solvent is O (water), CN(C=O)C (N,N-dimethylformamide). Yield: 107.3%. Reactants: CC(=O)c1ncc(C(O[SiH](c2ccccc2)c2ccccc2)C(C)(C)C)n1COCC[Si](C)(C)C, CC(=O)[O-], CO, [Cl-], [Na+], [NH3+]O. The product is CC(=NO)c1ncc(C(O[SiH](c2ccccc2)c2ccccc2)C(C)(C)C)n1COCC[Si](C)(C)C. As a reaction SMILES: [C:1]([CH3:2])([CH3:3])([CH3:4])[CH:5]([c:6]1[cH:7][n:8][c:9]([C:19]([CH3:20])=[O:21])[n:10]1[CH2:11][O:12][CH2:13][CH2:14][Si:15]([CH3:16])([CH3:17])[CH3:18])[O:22][SiH:23]([c:24]1[cH:25][cH:26][cH:27][cH:28][cH:29]1)[c:30]1[cH:31][cH:32][cH:33][cH:34][cH:35]1.[CH3:40][C:41](=[O:42])[O-:43].[CH3:44][OH:45].[Cl-:36].[Na+:39].[OH:37][NH3+:38]>>[C:1]([CH3:2])([CH3:3])([CH3:4])[CH:5]([c:6]1[cH:7][n:8][c:9]([C:19]([CH3:20])=[N:38][OH:37])[n:10]1[CH2:11][O:12][CH2:13][CH2:14][Si:15]([CH3:16])([CH3:17])[CH3:18])[O:22][SiH:23]([c:24]1[cH:25][cH:26][cH:27][cH:28][cH:29]1)[c:30]1[cH:31][cH:32][cH:33][cH:34][cH:35]1. The reactants are [Ag+2], [Al], CC(=O)OCC1OC(Br)C(OC(C)=O)C(OC(C)=O)C1OC(C)=O, O=C([O-])[O-], CN1CCCC1c1ccc[nH]c1=O, ClCCl. Yields the product CC(=O)OCC1OC(Oc2ncccc2C2CCCN2C)C(OC(C)=O)C(OC(C)=O)C1OC(C)=O. As a reaction SMILES: [Ag+2:46].[Al:38].[C:14]([CH3:15])(=[O:16])[O:17][CH:18]1[CH:19]([Br:37])[O:20][CH:21]([CH2:32][O:33][C:34]([CH3:35])=[O:36])[CH:22]([O:28][C:29]([CH3:30])=[O:31])[CH:23]1[O:24][C:25]([CH3:26])=[O:27].[C:42](=[O:43])([O-:44])[O-:45].[CH3:1][N:2]1[CH:3]([c:7]2[c:8](=[O:13])[nH:9][cH:10][cH:11][cH:12]2)[CH2:4][CH2:5][CH2:6]1.[Cl:39][CH2:40][Cl:41]>>[CH3:1][N:2]1[CH:3]([c:7]2[c:8]([O:13][CH:19]3[CH:18]([O:17][C:14]([CH3:15])=[O:16])[CH:23]([O:24][C:25]([CH3:26])=[O:27])[CH:22]([O:28][C:29]([CH3:30])=[O:31])[CH:21]([CH2:32][O:33][C:34]([CH3:35])=[O:36])[O:20]3)[n:9][cH:10][cH:11][cH:12]2)[CH2:4][CH2:5][CH2:6]1. Reactants: C(=O)=O (CO2), C12(CC3CC(CC(C1)C3)C2)C=2C=C(C=CC2OCOCCOC)Br (3-(1-adamantyl)-1-bromo-4-methoxyethoxymethoxybenzene), [Mg] (magnesium), II (iodine), [Cl-].[NH4+] (ammonium chloride). Solvent: C1CCOC1 (THF). Reaction conditions: temperature -78 celsius, time 1 hour. Product: C12(CC3CC(CC(C1)C3)C2)C=2C=C(C(=O)O)C=CC2OCOCCOC (3-(1-adamantyl)-4-methoxyethoxymethoxybenzoic acid). As a reaction SMILES: [C:1]12([C:11]3[CH:12]=[C:13](Br)[CH:14]=[CH:15][C:16]=3[O:17][CH2:18][O:19][CH2:20][CH2:21][O:22][CH3:23])[CH2:10][CH:5]3[CH2:6][CH:7]([CH2:9][CH:3]([CH2:4]3)[CH2:2]1)[CH2:8]2.[Mg].II.[C:28](=[O:30])=[O:29].[Cl-].[NH4+]>C1COCC1>[C:1]12([C:11]3[CH:12]=[C:13]([CH:14]=[CH:15][C:16]=3[O:17][CH2:18][O:19][CH2:20][CH2:21][O:22][CH3:23])[C:28]([OH:30])=[O:29])[CH2:10][CH:5]3[CH2:6][CH:7]([CH2:9][CH:3]([CH2:4]3)[CH2:2]1)[CH2:8]2 |f:4.5|. Procedure: The above compound (a) (28.5 g, 72 mmol) was dissolved in 200 ml of THF. The solution obtained was added dropwise to magnesium (2.4 g, 100 mmol) and a crystal of iodine. After introduction, the mixture was heated at reflux for two hours, cooled to -78° C. and a stream of CO2 was passed therethrough for one hour. The reaction medium was permitted to warm to room temperature and was then poured into saturated aqueous ammonium chloride solution and extracted with ethyl ether. The organic phase was ... The reactants are C1CCOC1, COC(=O)CCNC(=O)c1ccc(OC(CCCC(C)C)c2ccc(-c3ccc(C(C)C)cc3)c(C)c2)cc1, Cl, [Na+], [OH-]. The product is Cc1cc(C(CCCC(C)C)Oc2ccc(C(=O)NCCC(=O)O)cc2)ccc1-c1ccc(C(C)C)cc1. Reaction SMILES: [CH2:43]1[O:44][CH2:45][CH2:46][CH2:47]1.[CH3:1][O:2][C:3]([CH2:4][CH2:5][NH:6][C:7]([c:8]1[cH:9][cH:10][c:11]([O:14][CH:15]([CH2:16][CH2:17][CH2:18][CH:19]([CH3:20])[CH3:21])[c:22]2[cH:23][c:24]([CH3:37])[c:25](-[c:28]3[cH:29][cH:30][c:31]([CH:34]([CH3:35])[CH3:36])[cH:32][cH:33]3)[cH:26][cH:27]2)[cH:12][cH:13]1)=[O:38])=[O:39].[ClH:42].[Na+:41].[OH-:40]>>[O:2]=[C:3]([CH2:4][CH2:5][NH:6][C:7]([c:8]1[cH:9][cH:10][c:11]([O:14][CH:15]([CH2:16][CH2:17][CH2:18][CH:19]([CH3:20])[CH3:21])[c:22]2[cH:23][c:24]([CH3:37])[c:25](-[c:28]3[cH:29][cH:30][c:31]([CH:34]([CH3:35])[CH3:36])[cH:32][cH:33]3)[cH:26][cH:27]2)[cH:12][cH:13]1)=[O:38])[OH:39].